From a dataset of the Open Reaction Database (ORD), a public repository of structured organic reaction records. describe an organic reaction: reactants, conditions, products, and yield The reactants are ( 3 ), C(C)(C)(C)OC([C@H](CSC(C1=CC=CC=C1)(C1=CC=CC=C1)C1=CC=CC=C1)N)=O (2(R)-amino-3-tritylsulfanyl-propionic acid tert-butyl ester), C(C1=CC=CC=C1)(C1=CC=CC=C1)=N (benzhydrylideneamine). Solvent: ClCCl (dichloromethane). Product: C(C)(C)(C)OC([C@H](CSC(C1=CC=CC=C1)(C1=CC=CC=C1)C1=CC=CC=C1)N=C(C1=CC=CC=C1)C1=CC=CC=C1)=O (2(R)-(benzhydrylidene-amino)-3-tritylsulfanyl-propionic acid tert-butyl ester). RXN SMILES: [C:1]([O:5][C:6](=[O:30])[C@@H:7]([NH2:29])[CH2:8][S:9][C:10]([C:23]1[CH:28]=[CH:27][CH:26]=[CH:25][CH:24]=1)([C:17]1[CH:22]=[CH:21][CH:20]=[CH:19][CH:18]=1)[C:11]1[CH:16]=[CH:15][CH:14]=[CH:13][CH:12]=1)([CH3:4])([CH3:3])[CH3:2].[C:31](=N)([C:38]1[CH:43]=[CH:42][CH:41]=[CH:40][CH:39]=1)[C:32]1[CH:37]=[CH:36][CH:35]=[CH:34][CH:33]=1>ClCCl>[C:1]([O:5][C:6](=[O:30])[C@@H:7]([N:29]=[C:31]([C:32]1[CH:37]=[CH:36][CH:35]=[CH:34][CH:33]=1)[C:38]1[CH:43]=[CH:42][CH:41]=[CH:40][CH:39]=1)[CH2:8][S:9][C:10]([C:23]1[CH:28]=[CH:27][CH:26]=[CH:25][CH:24]=1)([C:11]1[CH:16]=[CH:15][CH:14]=[CH:13][CH:12]=1)[C:17]1[CH:18]=[CH:19][CH:20]=[CH:21][CH:22]=1)([CH3:4])([CH3:2])[CH3:3]. Procedure: In one incarnation of the present invention, as illustrated below, the cysteine derivative is 2(R)-(benzhydrylidene-amino)-3-tritylsulfanyl-propionic acid tert-butyl ester. 2(R)-(Benzhydrylidene-amino)-3-tritylsulfanyl-propionic acid tert-butyl ester can be formed by the following process: (1) 2(R)-(9H-Fluoren-9-ylmethoxycarbonylamino)-3-tritylsulfanyl-propionic acid (i.e., (R)-cysteine with Fmoc a protected amino group and with a trityl protected —SH group), is reacted with t-butyl alcohol and ... Reactants: C(Cl)Cl (methylene chloride), C(C)(=O)OC(CCCC)C=1N(C2=C(C(=NC=3C=CC=CC23)N)N1)CC(C)C (2-(1-Acetoxypentyl)-1-(2-methylpropyl)-1H-imidazo[4,5-c]quinolin-4-amine). The reagents and catalysts are C[O-].[Na+] (sodium methoxide). The solvent is CO (methanol), CO (methanol). Product: O.NC1=NC=2C=CC=CC2C2=C1N=C(N2CC(C)C)C(O)CCCC.NC2=NC=1C=CC=CC1C1=C2N=C(N1CC(C)C)C(O)CCCC (4-Amino-α-butyl-1-(2-methylpropyl)-1H-imidazo[4,5-c]quinoline-2-methanol Hemihydrate). The yield is 24.2%. Reaction SMILES: C([O:4][CH:5]([C:10]1[N:11]([CH2:24][CH:25]([CH3:27])[CH3:26])[C:12]2[C:21]3[CH:20]=[CH:19][CH:18]=[CH:17][C:16]=3[N:15]=[C:14]([NH2:22])[C:13]=2[N:23]=1)[CH2:6][CH2:7][CH2:8][CH3:9])(=[O:3])C.C(Cl)Cl>C[O-].[Na+].CO>[OH2:3].[NH2:22][C:14]1[C:13]2[N:23]=[C:10]([CH:5]([CH2:6][CH2:7][CH2:8][CH3:9])[OH:4])[N:11]([CH2:24][CH:25]([CH3:26])[CH3:27])[C:12]=2[C:21]2[CH:20]=[CH:19][CH:18]=[CH:17][C:16]=2[N:15]=1.[NH2:22][C:14]1[C:13]2[N:23]=[C:10]([CH:5]([CH2:6][CH2:7][CH2:8][CH3:9])[OH:4])[N:11]([CH2:24][CH:25]([CH3:26])[CH3:27])[C:12]=2[C:21]2[CH:20]=[CH:19][CH:18]=[CH:17][C:16]=2[N:15]=1 |f:2.3,5.6.7|. Procedure details: Several drops of 25% sodium methoxide in methanol were added to a solution of 2-(1-acetoxypentyl)-1-(2-methylpropyl)-1H-imidazo[4,5-c]quinolin-4-amine (12 g; 32 mmol, Example 59) in methanol and the resulting mixture was heated at reflux for about one hour. The reaction was concentrated under vacuum to provide a solid. A portion of this solid was taken up in a large volume of methylene chloride, washed with water, dried over magnesium sulfate and reduced to a volume of about 50 mL. The resulting... Reactants: FB(F)F, CCOCC, CCCC1OC1C(=O)OC, CC#N, [Na+], O=C([O-])O. Yields the product CCCC1N=C(C)OC1C(=O)OC. As a reaction SMILES: [B:16]([F:17])([F:18])[F:19].[CH2:11]([O:12][CH2:13][CH3:14])[CH3:15].[CH2:1]([CH2:2][CH3:3])[CH:4]1[CH:5]([C:7](=[O:8])[O:9][CH3:10])[O:6]1.[CH3:25][C:26]#[N:27].[Na+:20].[OH:21][C:22](=[O:23])[O-:24]>>[CH2:1]([CH2:2][CH3:3])[CH:4]1[CH:5]([C:7](=[O:8])[O:9][CH3:10])[O:6][C:26]([CH3:25])=[N:27]1.